Dataset: the Open Reaction Database (ORD), a public repository of structured organic reaction records. Task: describe an organic reaction: reactants, conditions, products, and yield Reactants: C(=O)(Cl)Cl (phosgene), NC1=C(C(=O)O)C=CC(=C1)C(F)(F)F (2-amino-4-trifluoromethylbenzoic acid), C([O-])([O-])=O.[Na+].[Na+] (sodium carbonate). Run in C1(=CC=CC=C1)C (toluene), O (water). Run at time 2 hour. The product is FC(C1=CC2=C(C(OC(N2)=O)=O)C=C1)(F)F (7-trifluoromethyl-1H-3,1-benzoxazine-2,4-dione). RXN SMILES: [C:1](Cl)(Cl)=[O:2].[NH2:5][C:6]1[CH:14]=[C:13]([C:15]([F:18])([F:17])[F:16])[CH:12]=[CH:11][C:7]=1[C:8]([OH:10])=[O:9].C(=O)([O-])[O-].[Na+].[Na+]>C1(C)C=CC=CC=1.O>[F:18][C:15]([F:16])([F:17])[C:13]1[CH:12]=[CH:11][C:7]2[C:8](=[O:10])[O:9][C:1](=[O:2])[NH:5][C:6]=2[CH:14]=1 |f:2.3.4|. Procedure details: A solution of phosgene (9.9 g) in toluene (100 ml) was added dropwise to a stirred solution of 2-amino-4-trifluoromethylbenzoic acid (6.9 g) and sodium carbonate (3.2 g) in water (100 ml) cooled in ice. Coolant was removed, the mixture was stirred for 2 hours, and the resulting solid was collected by filtration. The solid was dissolved in ethyl acetate and the solution was dried over anhydrous magnesium sulphate and then evaporated under reduced pressure. The resulting solid was crystallised fro... Starting materials: FC1=CC=C(C=C1)C1=NN2C(OCCC2)=C1C1=CC(=NC=C1)N (4-[2-(4-fluorophenyl)-6,7-dihydro-5H-pyrazolo[5,1-b][1,3]oxazin-3-yl]pyridin-2-amine), CCN(C(C)C)C(C)C (Huenigs base), C1(CC1)C(=O)Cl (cyclopropanecarbonyl chloride). Run in O1CCCC1 (tetrahydrofuran). Run at time 16 hour. Product: FC1=CC=C(C=C1)C1=NN2C(OCCC2)=C1C1=CC(=NC=C1)NC(=O)C1CC1 (N-{4-[2-(4-fluorophenyl)-6,7-dihydro-5H-pyrazolo[5,1-b][1,3]oxazin-3-yl]pyridin-2-yl}cyclo-propanecarboxamide). Yield: 33.7%. As a reaction SMILES: [F:1][C:2]1[CH:7]=[CH:6][C:5]([C:8]2[C:16]([C:17]3[CH:22]=[CH:21][N:20]=[C:19]([NH2:23])[CH:18]=3)=[C:11]3[O:12][CH2:13][CH2:14][CH2:15][N:10]3[N:9]=2)=[CH:4][CH:3]=1.CCN(C(C)C)C(C)C.[CH:33]1([C:36](Cl)=[O:37])[CH2:35][CH2:34]1>O1CCCC1>[F:1][C:2]1[CH:7]=[CH:6][C:5]([C:8]2[C:16]([C:17]3[CH:22]=[CH:21][N:20]=[C:19]([NH:23][C:36]([CH:33]4[CH2:35][CH2:34]4)=[O:37])[CH:18]=3)=[C:11]3[O:12][CH2:13][CH2:14][CH2:15][N:10]3[N:9]=2)=[CH:4][CH:3]=1. Procedure details: 93 mg (0.3 mmol) of 4-[2-(4-fluorophenyl)-6,7-dihydro-5H-pyrazolo[5,1-b][1,3]oxazin-3-yl]pyridin-2-amine and 46 mg (0.36 mmol, 1.2 eq) of Huenigs base are dissolved in 2 mL tetrahydrofuran. To this are added 63 mg of cyclopropanecarbonyl chloride (0.6 mmol, 2 eq) and the reaction mixture is stirred for 16 hrs at room temperature. Next, the volatile components are removed under vacuum and the crude material treated with 3 mL NH3 in methanol (7 molar). The mixture is stirred for 16 hrs at room tem... The reactants are Cl.CC=1N=CNC1CO ((4-methyl-1H-imidazol-5-yl)methanol hydrochloride), C(C)#N (acetonitrile), C(=O)(OC(C)(C)C)OC(=O)OC(C)(C)C (di-tert-butyl dicarbonate), CN (methylamine). Reagents/catalysts: CN(C)C=1C=CN=CC1 (DMAP). Solvent: C(C)N(CC)CC (triethylamine). Yields the product Cl.Cl.NOCC1=C(N=CN1)C (5-[(aminooxy)methyl]-4-methyl-1H-imidazole dihydrochloride). As a reaction SMILES: [ClH:1].[CH3:2][C:3]1[N:4]=[CH:5][NH:6][C:7]=1[CH2:8][OH:9].C(#[N:12])C.C(OC(OC(C)(C)C)=O)(OC(C)(C)C)=O.CN>CN(C1C=CN=CC=1)C.C(N(CC)CC)C>[ClH:1].[ClH:1].[NH2:12][O:9][CH2:8][C:7]1[NH:6][CH:5]=[N:4][C:3]=1[CH3:2] |f:0.1,7.8.9|. Reported procedure: To 2.04 g of (4-methyl-1H-imidazol-5-yl)methanol hydrochloride was added 20 ml of acetonitrile, and 2.1 ml of triethylamine, 3.14 g of di-tert-butyl dicarbonate, and 0.17 g of DMAP were added thereto under ice-cooling, followed by stirring at room temperature. After concentrating the reaction solution under reduced pressure, ethyl acetate and water were added thereto to carry out a liquid separation operation, and the organic layer was washed with a saturated aqueous sodium chloride solution. Th... Starting materials: ClC1=NC=C(C=2NC=3C=C(C=CC3C21)Cl)C#N (1,7-Dichloro-5H-pyrido[4,3-b]indole-4-carbonitrile), C=1C=CC(=CC1)P(C=2C=CC=CC2)C3=CC=C4C=CC=CC4=C3C5=C6C=CC=CC6=CC=C5P(C=7C=CC=CC7)C=8C=CC=CC8 (BINAP), CC(C)([O-])C.[Na+] (sodium tert-butoxide), [Cl-].C1(CC1)[C@H](C(F)(F)F)[NH3+] ((1R)-1-cyclopropyl-2,2,2-trifluoroethanaminium chloride). The reagents and catalysts are C=1C=CC(=CC1)/C=C/C(=O)/C=C/C2=CC=CC=C2.C=1C=CC(=CC1)/C=C/C(=O)/C=C/C2=CC=CC=C2.C=1C=CC(=CC1)/C=C/C(=O)/C=C/C2=CC=CC=C2.[Pd].[Pd] (Pd2(dba)3). Solvent: COCCOC (DME). Reaction conditions: temperature 85 celsius. The product is ClC=1C=CC=2C3=C(NC2C1)C(=CN=C3N[C@@H](C(F)(F)F)C3CC3)C#N (7-Chloro-1-{[(1R)-1-cyclopropyl-2,2,2-trifluoroethyl]amino}-5H-pyrido[4,3-b]indole-4-carbonitrile). Reaction SMILES: Cl[C:2]1[C:14]2[C:13]3[CH:12]=[CH:11][C:10]([Cl:15])=[CH:9][C:8]=3[NH:7][C:6]=2[C:5]([C:16]#[N:17])=[CH:4][N:3]=1.C1C=CC(P(C2C(C3C(P(C4C=CC=CC=4)C4C=CC=CC=4)=CC=C4C=3C=CC=C4)=C3C(C=CC=C3)=CC=2)C2C=CC=CC=2)=CC=1.CC(C)([O-])C.[Na+].[Cl-].[CH:71]1([C@@H:74]([NH3+:79])[C:75]([F:78])([F:77])[F:76])[CH2:73][CH2:72]1>C1C=CC(/C=C/C(/C=C/C2C=CC=CC=2)=O)=CC=1.C1C=CC(/C=C/C(/C=C/C2C=CC=CC=2)=O)=CC=1.C1C=CC(/C=C/C(/C=C/C2C=CC=CC=2)=O)=CC=1.[Pd].[Pd].COCCOC>[Cl:15][C:10]1[CH:11]=[CH:12][C:13]2[C:14]3[C:2]([NH:79][C@H:74]([CH:71]4[CH2:73][CH2:72]4)[C:75]([F:78])([F:77])[F:76])=[N:3][CH:4]=[C:5]([C:16]#[N:17])[C:6]=3[NH:7][C:8]=2[CH:9]=1 |f:2.3,4.5,6.7.8.9.10|. Procedure: 1,7-Dichloro-5H-pyrido[4,3-b]indole-4-carbonitrile (5.0 g, 19 mmol), Pd2(dba)3 (0.873 g, 0.954 mmol), BINAP (1.782 g, 2.86 mmol), and sodium tert-butoxide (9.17 g, 95 mmol) were added to a flask. DME (125 ml) was added immediately followed by the addition of (1R)-1-cyclopropyl-2,2,2-trifluoroethanaminium chloride (5.02 g, 28.6 mmol). The reaction mixture was purged with nitrogen for 10 min, and heated at 85° C. overnight. The reaction was diluted with EtOAc, washed with water and brine, dried (m... As a reaction SMILES: C([O:9][CH2:10][C:11]1[O:15][N:14]=[C:13]([CH3:16])[C:12]=1[C:17]1[CH:22]=[CH:21][CH:20]=[CH:19][C:18]=1[C:23](=[O:31])[C:24]1[CH:29]=[CH:28][C:27]([Cl:30])=[CH:26][CH:25]=1)(=O)C1C=CC=CC=1.C1COCC1.CO.O.[OH-].[Li+]>O.CCOC(C)=O>[Cl:30][C:27]1[CH:28]=[CH:29][C:24]([C:23]([C:18]2[CH:19]=[CH:20][CH:21]=[CH:22][C:17]=2[C:12]2[C:13]([CH3:16])=[N:14][O:15][C:11]=2[CH2:10][OH:9])=[O:31])=[CH:25][CH:26]=1 |f:3.4.5|. Reported procedure: To a round bottomed flask was added (4-(2-(4-chlorobenzoyl)phenyl)-3-methylisoxazol-5-yl)methyl benzoate (32.7 mg, 0.076 mmol), THF (3 mL), MeOH (3 mL), and water (1.5 mL). This solution was cooled to 0° C. before addition of Lithium Hydroxide Monohydrate (9.53 mg, 0.227 mmol) and the reaction stirred at 0° C. for 1 h before diluting with water and EtOAc. The layers were separated and the aqueous extracted with EtOAc (3×). The combined organics were washed with brine, dried over Na2SO4, filtered... The product is ClC1=CC=C(C=C1)C(=O)C1=C(C=CC=C1)C=1C(=NOC1CO)C ((4-chlorophenyl)(2-(5-(hydroxymethyl)-3-methylisoxazol-4-yl)phenyl)methanone). Run at temperature 0 celsius, time 1 hour. Reactants: O.[OH-].[Li+] (Lithium Hydroxide Monohydrate), C(C1=CC=CC=C1)(=O)OCC1=C(C(=NO1)C)C1=C(C=CC=C1)C(C1=CC=C(C=C1)Cl)=O ((4-(2-(4-chlorobenzoyl)phenyl)-3-methylisoxazol-5-yl)methyl benzoate), C1CCOC1 (THF), CO (MeOH). The solvent is O (water), CCOC(=O)C (EtOAc), O (water). Reactants: OC1(CCN(CC1)C(=O)OC(C)(C)C)CN(CC1=CC=C(C=C1)OC)C(CO)C1=CC=CC=C1 (tert-butyl 4-hydroxy-4-[[(2-hydroxy-1-phenyl-ethyl)-[(4-methoxyphenyl)methyl]amino]methyl]piperidine-1-carboxylate), CCN(C(C)C)C(C)C (DIEA), CS(=O)(=O)OS(=O)(=O)C (methylsulfonyl methanesulfonate). The solvent is C1CCOC1 (THF), C1CCOC1 (THF). Product: COC1=CC=C(C=C1)CN1CC2(CCN(CC2)C(=O)OC(C)(C)C)OCC1C1=CC=CC=C1 (tert-butyl 8-[(4-methoxyphenyl)methyl]-9-phenyl-11-oxa-3,8-diazaspiro[5.5]undecane-3-carboxylate). Yield: 51.9%. Reaction SMILES: [OH:1][C:2]1([CH2:15][N:16]([CH:26]([C:29]2[CH:34]=[CH:33][CH:32]=[CH:31][CH:30]=2)[CH2:27]O)[CH2:17][C:18]2[CH:23]=[CH:22][C:21]([O:24][CH3:25])=[CH:20][CH:19]=2)[CH2:7][CH2:6][N:5]([C:8]([O:10][C:11]([CH3:14])([CH3:13])[CH3:12])=[O:9])[CH2:4][CH2:3]1.CCN(C(C)C)C(C)C.CS(OS(C)(=O)=O)(=O)=O>C1COCC1>[CH3:25][O:24][C:21]1[CH:22]=[CH:23][C:18]([CH2:17][N:16]2[CH:26]([C:29]3[CH:34]=[CH:33][CH:32]=[CH:31][CH:30]=3)[CH2:27][O:1][C:2]3([CH2:7][CH2:6][N:5]([C:8]([O:10][C:11]([CH3:14])([CH3:12])[CH3:13])=[O:9])[CH2:4][CH2:3]3)[CH2:15]2)=[CH:19][CH:20]=1. Reported procedure: To a solution of tert-butyl 4-hydroxy-4-[[(2-hydroxy-1-phenyl-ethyl)-[(4-methoxyphenyl)methyl]amino]methyl]piperidine-1-carboxylate (1.0 g, 2.13 mmol) in THF (10 mL) was added DIEA (1.1 mL, 6.38 mmol) followed by an addition of a solution of methylsulfonyl methanesulfonate (1.1 g, 6.38 mmol) in THF (2 mL) under an atmosphere of nitrogen at 0° C. The reaction mixture was warmed to room temperature and then heated at 40° C. for 16 hours. The reaction mixture was quenched with water and the aqueous... Reactants: C(C)(C)NC1CCCCC1 (isopropyl cyclohexyl amine), [Li]CCCC (n-BuLi), C1=CC=CC=2OC(OC3=C(CC21)C=CC=C3)C(=O)OC (methyl 12H-dibenzo[d,g][1,3]dioxocin-6-carboxylate), CI (methyl iodide). Run in C(Cl)Cl (CH2Cl2), O1CCCC1 (tetrahydrofuran), O1CCCC1 (THF), CS(=O)C (dimethyl sulfoxide). Run at temperature 0 celsius, time 15 minute. Yields the product COC(=O)C1(OC2=C(CC3=C(O1)C=CC=C3)C=CC=C2)C (Methyl-6-Methyl-12H-Dibenzo[d,g][1,3]dioxocin-6-carboxylate). Isolated yield 47.5%. RXN SMILES: [CH:1](NC1CCCCC1)(C)C.[Li]CCCC.[CH:16]1[C:27]2[CH2:26][C:25]3[CH:28]=[CH:29][CH:30]=[CH:31][C:24]=3[O:23][CH:22]([C:32]([O:34][CH3:35])=[O:33])[O:21][C:20]=2[CH:19]=[CH:18][CH:17]=1.CI>O1CCCC1.CS(C)=O.C(Cl)Cl>[CH3:35][O:34][C:32]([C:22]1([CH3:1])[O:21][C:20]2[CH:19]=[CH:18][CH:17]=[CH:16][C:27]=2[CH2:26][C:25]2[CH:28]=[CH:29][CH:30]=[CH:31][C:24]=2[O:23]1)=[O:33]. Procedure: To a stirred solution of isopropyl cyclohexyl amine (2.92 ml, 0.0178 mol) in 15 ml of dry tetrahydrofuran (THF) under N2 at 0° C. is added n-BuLi (11.84 ml of 1.5 M in hexane). After stirring 15 minutes at 0° C., the solution is cooled to -65° C. and a solution of methyl 12H-dibenzo[d,g][1,3]dioxocin-6-carboxylate (4.0 g, 0.0148 mol) in 10 ml of THF is added dropwise over a period of 5 minutes. The solution is stirred at -65° C. for an additional 10 minutes and then added via syringe over a peri... The reactants are [OH-].[Na+] (NaOH), B(Br)(Br)Br (boron tribromide), COC=1C=CC2=C(C1)OCC1N(CCC12)C(=O)OC(C)(C)C (tert-butyl 7-methoxy-1,3a,4,9b-tetrahydrochromeno[3,4-b]pyrrole-3(2H)-carboxylate), C(=O)(OC(C)(C)C)OC(=O)OC(C)(C)C (di-tert-butyl dicarbonate), M−tBu. The solvent is O (Water), C(Cl)Cl (DCM), C(Cl)Cl (DCM). Run at temperature 0 celsius, time 30 minute. Product: OC=1C=CC2=C(C1)OCC1N(CCC12)C(=O)OC(C)(C)C (Tert-butyl 7-hydroxy-1,3a,4,9b-tetrahydrochromeno[3,4-b]pyrrole-3(2H)-carboxylate). As a reaction SMILES: B(Br)(Br)Br.C[O:6][C:7]1[CH:8]=[CH:9][C:10]2[CH:19]3[CH:15]([N:16]([C:20]([O:22][C:23]([CH3:26])([CH3:25])[CH3:24])=[O:21])[CH2:17][CH2:18]3)[CH2:14][O:13][C:11]=2[CH:12]=1.[OH-].[Na+].C(OC(OC(C)(C)C)=O)(OC(C)(C)C)=O>C(Cl)Cl.O>[OH:6][C:7]1[CH:8]=[CH:9][C:10]2[CH:19]3[CH:15]([N:16]([C:20]([O:22][C:23]([CH3:26])([CH3:25])[CH3:24])=[O:21])[CH2:17][CH2:18]3)[CH2:14][O:13][C:11]=2[CH:12]=1 |f:2.3|. Procedure: A solution of boron tribromide (88 mL, 1 M, 88 mmol) in DCM was added to a solution of tert-butyl 7-methoxy-1,3a,4,9b-tetrahydrochromeno[3,4-b]pyrrole-3(2H)-carboxylate (8.6 g, 29 mmol) in DCM (204 mL) over 30 min at −78° C. The reaction mixture was kept at −78° C. for 30 min and then stirred at 0° C. for 30 min. Water (29 mL) and an aqueous solution of NaOH (95 mL, 3 M) were then added, followed by di-tert-butyl dicarbonate (11.4 g, 52.3 mmol). After stirring for 3 h, the layers were separated.... Reactants: [BH4-], C=CCOc1cccc(C=O)c1, CO, [Na+]. The product is C=CCOc1cccc(CO)c1. RXN SMILES: [BH4-:13].[CH2:1]([CH:2]=[CH2:3])[O:4][c:5]1[cH:6][c:7]([CH:8]=[O:9])[cH:10][cH:11][cH:12]1.[CH3:15][OH:16].[Na+:14]>>[CH2:1]([CH:2]=[CH2:3])[O:4][c:5]1[cH:6][c:7]([CH2:8][OH:9])[cH:10][cH:11][cH:12]1.